Dataset: the Open Reaction Database (ORD), a public repository of structured organic reaction records. Task: describe an organic reaction: reactants, conditions, products, and yield The reactants are CCCN(C)C(=O)c1cc(C(=O)OCC)c(F)c(N(Cc2ccccc2)Cc2ccccc2)c1, CCO, [H][H]. The product is CCCN(C)C(=O)c1cc(N)c(F)c(C(=O)OCC)c1. As a reaction SMILES: [CH2:1]([CH3:2])[O:3][C:4]([c:5]1[cH:6][c:7]([C:8](=[O:9])[N:10]([CH2:11][CH2:12][CH3:13])[CH3:14])[cH:15][c:16]([N:19]([CH2:20][c:21]2[cH:22][cH:23][cH:24][cH:25][cH:26]2)[CH2:27][c:28]2[cH:29][cH:30][cH:31][cH:32][cH:33]2)[c:17]1[F:18])=[O:34].[CH3:37][CH2:38][OH:39].[H:35][H:36]>>[CH2:1]([CH3:2])[O:3][C:4]([c:5]1[cH:6][c:7]([C:8](=[O:9])[N:10]([CH2:11][CH2:12][CH3:13])[CH3:14])[cH:15][c:16]([NH2:19])[c:17]1[F:18])=[O:34]. Product: COC(=O)CN1C(=O)CNc2c(F)cccc21. As a reaction SMILES: [Br:15][CH2:16][C:17](=[O:18])[O:19][CH3:20].[F:1][c:2]1[c:3]2[c:8]([cH:9][cH:10][cH:11]1)[NH:7][C:6](=[O:12])[CH2:5][NH:4]2.[H-:13].[Na+:14].[O:21]=[CH:22][N:23]([CH3:24])[CH3:25]>>[F:1][c:2]1[c:3]2[c:8]([cH:9][cH:10][cH:11]1)[N:7]([CH2:16][C:17](=[O:18])[O:19][CH3:20])[C:6](=[O:12])[CH2:5][NH:4]2. The reactants are COC(=O)CBr, O=C1CNc2c(F)cccc2N1, [H-], [Na+], CN(C)C=O. Reactants: O=C1NC2=CC=C(C=C2C1)S(=O)(=O)N (2-oxo-2,3-dihydro-1H-indole-5-sulfonic acid amide), N1(CCCC1)CCOC=1C=C2C=C(NC2=CC1)C=O (5-(2-pyrrolidin-1-yl-ethoxy)-1H-indole-2-carbaldehyde), N1CCCCC1 (piperidine). The solvent is C(C)O (ethanol). Conditions: temperature 90 celsius. Product: O=C1NC2=CC=C(C=C2C1=CC=1NC2=CC=C(C=C2C1)OCCN1CCCC1)S(=O)(=O)N (2-Oxo-3-[5-(2-pyrrolidin-1-yl-ethoxy)-1H-indol-2-ylmethylene]-2,3-dihydro-1H-indole-5-sulfonic acid amide). Yield: 79.9%. As a reaction SMILES: [O:1]=[C:2]1[CH2:10][C:9]2[C:4](=[CH:5][CH:6]=[C:7]([S:11]([NH2:14])(=[O:13])=[O:12])[CH:8]=2)[NH:3]1.[N:15]1([CH2:20][CH2:21][O:22][C:23]2[CH:24]=[C:25]3[C:29](=[CH:30][CH:31]=2)[NH:28][C:27]([CH:32]=O)=[CH:26]3)[CH2:19][CH2:18][CH2:17][CH2:16]1.N1CCCCC1>C(O)C>[O:1]=[C:2]1[C:10](=[CH:32][C:27]2[NH:28][C:29]3[C:25]([CH:26]=2)=[CH:24][C:23]([O:22][CH2:21][CH2:20][N:15]2[CH2:19][CH2:18][CH2:17][CH2:16]2)=[CH:31][CH:30]=3)[C:9]2[C:4](=[CH:5][CH:6]=[C:7]([S:11]([NH2:14])(=[O:12])=[O:13])[CH:8]=2)[NH:3]1. Procedure: A mixture of 2-oxo-2,3-dihydro-1H-indole-5-sulfonic acid amide (28 mg, 0.13 mmol), 5-(2-pyrrolidin-1-yl-ethoxy)-1H-indole-2-carbaldehyde (34 mg, 0.13 mmol) and piperidine (0.1 mL) in ethanol (1 mL) was heated at 90° C. for 2 hours. The reaction was cooled at 0° C. for overnight. The precipitate was collected by vacuum filtration, washed with cold ethanol and dried to give 47 mg (80%) of the title compound as an orange solid. Reactants: C(C)(=O)O[C@@H]1[C@H]([C@@H](OCCCCCCCCC(=O)OC)O[C@@H]([C@H]1O)CO)O[C@@H]1[C@H](OCC2=CC=CC=C2)[C@@H](OCC2=CC=CC=C2)[C@H](OCC2=CC=CC=C2)[C@H](O1)COC(C)=O (8-Methoxycarbonyloctyl 3-O-acetyl-2-O-(6-O-acetyl-2,3,4-tri-O-benzyl-α-D-glucopyranosyl)-α-D-glucopyranoside), methane sulfonyl, S(C)(=O)(=O)[O-] (mesylate). The product is C(C)(=O)O[C@@H]1[C@H]([C@@H](OCCCCCCCCC(=O)OC)O[C@@H]([C@H]1O)COS(=O)(=O)C)O[C@@H]1[C@H](OCC2=CC=CC=C2)[C@@H](OCC2=CC=CC=C2)[C@H](OCC2=CC=CC=C2)[C@H](O1)COC(C)=O (8-Methoxycarbonyloctyl 3-O-acetyl-6O-methanesulfonyl-2-O-(6O-acetyl-2,3,4-tri-O-benzyl-α-D-glucopyranosyl)-α-D-glucopyranoside). The yield is 85.3%. Reaction SMILES: [C:1]([O:4][C@H:5]1[C@H:23]([OH:24])[C@@H:22]([CH2:25][OH:26])[O:21][C@H:7]([O:8][CH2:9][CH2:10][CH2:11][CH2:12][CH2:13][CH2:14][CH2:15][CH2:16][C:17]([O:19][CH3:20])=[O:18])[C@@H:6]1[O:27][C@H:28]1[O:57][C@H:56]([CH2:58][O:59][C:60](=[O:62])[CH3:61])[C@@H:47]([O:48][CH2:49][C:50]2[CH:55]=[CH:54][CH:53]=[CH:52][CH:51]=2)[C@H:38]([O:39][CH2:40][C:41]2[CH:46]=[CH:45][CH:44]=[CH:43][CH:42]=2)[C@H:29]1[O:30][CH2:31][C:32]1[CH:37]=[CH:36][CH:35]=[CH:34][CH:33]=1)(=[O:3])[CH3:2].[S:63]([O-])(=[O:66])(=[O:65])[CH3:64]>>[C:1]([O:4][C@H:5]1[C@H:23]([OH:24])[C@@H:22]([CH2:25][O:26][S:63]([CH3:64])(=[O:66])=[O:65])[O:21][C@H:7]([O:8][CH2:9][CH2:10][CH2:11][CH2:12][CH2:13][CH2:14][CH2:15][CH2:16][C:17]([O:19][CH3:20])=[O:18])[C@@H:6]1[O:27][C@H:28]1[O:57][C@H:56]([CH2:58][O:59][C:60](=[O:62])[CH3:61])[C@@H:47]([O:48][CH2:49][C:50]2[CH:55]=[CH:54][CH:53]=[CH:52][CH:51]=2)[C@H:38]([O:39][CH2:40][C:41]2[CH:46]=[CH:45][CH:44]=[CH:43][CH:42]=2)[C@H:29]1[O:30][CH2:31][C:32]1[CH:37]=[CH:36][CH:35]=[CH:34][CH:33]=1)(=[O:3])[CH3:2]. Procedure details: Compound 24 (570 mg, 0.66 mmol) was converted into its methane sulfonyl derivative exactly as described for the preparation of 10 to give 25 (530 mg, 85.3%) as a syrup after chromatography on silica gel using (hexane:ethyl acetate; 3:2) as eluant; ›α!D +76.6° (c 0.57, chloroform). 1H-n.m.r. (CDCl3): δ 5.19(t, 1H, J2,3 =J3,4 10.0 Hz, H-3), 4.90(d, 1H, J1',2' 3.8 Hz, H-1'), 4.82(d, 1H, J1,2 3.8 Hz, H-1), 3.57(s, 3H, OCH3), 3.00(s, 3H, CH3SO2), 2.23 and 2.03(s, 3H each, 2×Ac). Reactants: CC(C)CC(NC(CCO[Si](C)(C)C(C)(C)C)C(=O)OC(C)(C)C)C(=O)NCc1ccccc1, CC(=O)O. Yields the product CC(C)CC(NC(CCO)C(=O)OC(C)(C)C)C(=O)NCc1ccccc1. Reaction SMILES: [CH3:1][C:2]([CH3:3])([CH3:4])[O:5][C:6]([CH:7]([CH2:8][CH2:9][O:10][Si:11]([C:12]([CH3:13])([CH3:14])[CH3:15])([CH3:16])[CH3:17])[NH:18][CH:19]([CH2:20][CH:21]([CH3:22])[CH3:23])[C:24](=[O:25])[NH:26][CH2:27][c:28]1[cH:29][cH:30][cH:31][cH:32][cH:33]1)=[O:34].[CH3:35][C:36](=[O:37])[OH:38]>>[CH3:1][C:2]([CH3:3])([CH3:4])[O:5][C:6]([CH:7]([CH2:8][CH2:9][OH:10])[NH:18][CH:19]([CH2:20][CH:21]([CH3:22])[CH3:23])[C:24](=[O:25])[NH:26][CH2:27][c:28]1[cH:29][cH:30][cH:31][cH:32][cH:33]1)=[O:34].